From a dataset of the Open Reaction Database (ORD), a public repository of structured organic reaction records. describe an organic reaction: reactants, conditions, products, and yield The reactants are BrC=1C=C(C2=CC=C(C=C2C1)OC)C(=O)OCC (ethyl 3-bromo-6-methoxy-1-naphthoate), CN(C)C=O (DMF). Reagents/catalysts: [C-]#N.[C-]#N.[Zn+2] (Zn(CN)2), [Pd].C1(=CC=CC=C1)P(C1=CC=CC=C1)C1=CC=CC=C1.C1(=CC=CC=C1)P(C1=CC=CC=C1)C1=CC=CC=C1.C1(=CC=CC=C1)P(C1=CC=CC=C1)C1=CC=CC=C1.C1(=CC=CC=C1)P(C1=CC=CC=C1)C1=CC=CC=C1 (tetrakis(triphenylphosphine) palladium). The solvent is C(Cl)Cl (DCM). Product: C(#N)C=1C=C(C2=CC=C(C=C2C1)OC)C(=O)OC (methyl 3-cyano-6-methoxy-1-naphthoate). Yield: 88.0%. Reaction SMILES: Br[C:2]1[CH:3]=[C:4]([C:14]([O:16][CH2:17]C)=[O:15])[C:5]2[C:10]([CH:11]=1)=[CH:9][C:8]([O:12][CH3:13])=[CH:7][CH:6]=2.[CH3:19][N:20](C=O)C>C(Cl)Cl.[C-]#N.[C-]#N.[Zn+2].[Pd].C1(P(C2C=CC=CC=2)C2C=CC=CC=2)C=CC=CC=1.C1(P(C2C=CC=CC=2)C2C=CC=CC=2)C=CC=CC=1.C1(P(C2C=CC=CC=2)C2C=CC=CC=2)C=CC=CC=1.C1(P(C2C=CC=CC=2)C2C=CC=CC=2)C=CC=CC=1>[C:19]([C:2]1[CH:3]=[C:4]([C:14]([O:16][CH3:17])=[O:15])[C:5]2[C:10]([CH:11]=1)=[CH:9][C:8]([O:12][CH3:13])=[CH:7][CH:6]=2)#[N:20] |f:3.4.5,6.7.8.9.10|. Procedure: A solution of ethyl 3-bromo-6-methoxy-1-naphthoate (Wrobel, et al; J. Med. Chem. 34, 2504 (1991) (206 mg, 0.66 mmol), Zn(CN)2, and tetrakis(triphenylphosphine) palladium (36 mg, 0.031 mmol) in DMF (12 mL) was stirred at 80° C. for 1 h. The mixture was diluted with DCM, washed with water, dried (MgSO4), filtered and concentrated to a yellow precipitate, and purified by chromatography (5% EtOAc in hexanes) to afford methyl 3-cyano-6-methoxy-1-naphthoate as a white powder (150 mg, 0.588 mmol, 88%).... Starting materials: Cl.ON1C(=NC=C1)C1=CC=C(C=C1)OC (1-hydroxy-2-(4-methoxyphenyl)imidazole, hydrochloride), N1(CCOCC1)C(=O)Cl (4-morpholine carbonyl chloride). The product is COC1=CC=C(C=C1)C=1N(C=CN1)OC(=O)N1CCOCC1 (Morpholine-4-carboxylic acid 2-(4-methoxy-phenyl)-imidazol-1-yl ester). As a reaction SMILES: Cl.[OH:2][N:3]1[CH:7]=[CH:6][N:5]=[C:4]1[C:8]1[CH:13]=[CH:12][C:11]([O:14][CH3:15])=[CH:10][CH:9]=1.[N:16]1([C:22](Cl)=[O:23])[CH2:21][CH2:20][O:19][CH2:18][CH2:17]1>>[CH3:15][O:14][C:11]1[CH:10]=[CH:9][C:8]([C:4]2[N:3]([O:2][C:22]([N:16]3[CH2:21][CH2:20][O:19][CH2:18][CH2:17]3)=[O:23])[CH:7]=[CH:6][N:5]=2)=[CH:13][CH:12]=1 |f:0.1|. Procedure: The title compound was prepared from 1-hydroxy-2-(4-methoxyphenyl)imidazole, hydrochloride and 4-morpholine carbonyl chloride applying the general procedure 8. The crude product was purified by flash chromatography (Quad flash 12, EtOAc) (49%, crystals). Reaction SMILES: [CH2:37]1[O:38][CH2:39][CH2:40][CH2:41]1.[CH3:1][S:2]([O:3][CH2:6][CH:7]1[N:8]([C:12](=[O:13])[O:14][C:15]([CH3:16])([CH3:17])[CH3:18])[CH2:9][CH2:10][CH2:11]1)(=[O:4])=[O:5].[CH3:20][CH2:21][CH2:22][CH2:23][N+:24]([CH2:25][CH2:26][CH2:27][CH3:28])([CH2:29][CH2:30][CH2:31][CH3:32])[CH2:33][CH2:34][CH2:35][CH3:36].[F-:19]>>[CH2:6]([CH:7]1[N:8]([C:12](=[O:13])[O:14][C:15]([CH3:16])([CH3:17])[CH3:18])[CH2:9][CH2:10][CH2:11]1)[F:19]. Yields the product CC(C)(C)OC(=O)N1CCCC1CF. Reactants: C1CCOC1, CC(C)(C)OC(=O)N1CCCC1COS(C)(=O)=O, CCCC[N+](CCCC)(CCCC)CCCC, [F-]. Starting materials: CNC=1SC=CC1C(C1=C(C=CC=C1)F)=O (2-methylamino-3-(o-fluorobenzoyl)thiophene), C(N)(OCC)=O (ethyl carbamate). The reagents and catalysts are [Cl-].[Zn+2].[Cl-] (zinc chloride). Reaction conditions: temperature 200 celsius. Product: CN1C(N=C(C2=C1SC=C2)C2=C(C=CC=C2)F)=O (1-methyl-4-(o-fluorophenyl)-1,2-dihyrothieno[2,3-d]pyrimidin-2-one). RXN SMILES: [CH3:1][NH:2][C:3]1[S:4][CH:5]=[CH:6][C:7]=1[C:8](=O)[C:9]1[CH:14]=[CH:13][CH:12]=[CH:11][C:10]=1[F:15].[C:17](=O)([O:19]CC)[NH2:18]>[Cl-].[Zn+2].[Cl-]>[CH3:1][N:2]1[C:3]2[S:4][CH:5]=[CH:6][C:7]=2[C:8]([C:9]2[CH:14]=[CH:13][CH:12]=[CH:11][C:10]=2[F:15])=[N:18][C:17]1=[O:19] |f:2.3.4|. Procedure: A mixture of 500 mg of 2-methylamino-3-(o-fluorobenzoyl)thiophene, 716 mg of ethyl carbamate and 44 mg of zinc chloride is heated at 200°C for 1 hour. After cooling, the reaction mixture is extracted with chloroform. The extracts are combined, washed with water, dried over sodium sulfate and concentrated to dryness under reduced pressure and, the residue is recrystallized from ethanol to give 1-methyl-4-(o-fluorophenyl)-1,2-dihyrothieno[2,3-d]pyrimidin-2-one as crystals having a melting point of...